This data is from the Open Reaction Database (ORD), a public repository of structured organic reaction records. The task is: describe an organic reaction: reactants, conditions, products, and yield The reactants are COC(=O)C1CC(Oc2cc(-c3ccccc3)nc3cc(OC)c(Br)cc23)CN1C(=O)OC(C)(C)C, CCO. Product: C=Cc1cc2c(OC3CC(C(=O)OC)N(C(=O)OC(C)(C)C)C3)cc(-c3ccccc3)nc2cc1OC. RXN SMILES: [Br:1][c:2]1[cH:3][c:4]2[c:5]([O:20][CH:21]3[CH2:22][CH:23]([C:33](=[O:34])[O:35][CH3:36])[N:24]([C:26](=[O:27])[O:28][C:29]([CH3:30])([CH3:31])[CH3:32])[CH2:25]3)[cH:6][c:7](-[c:14]3[cH:15][cH:16][cH:17][cH:18][cH:19]3)[n:8][c:9]2[cH:10][c:11]1[O:12][CH3:13].[CH3:37][CH2:38][OH:39]>>[c:2]1([CH:37]=[CH2:38])[cH:3][c:4]2[c:5]([O:20][CH:21]3[CH2:22][CH:23]([C:33](=[O:34])[O:35][CH3:36])[N:24]([C:26](=[O:27])[O:28][C:29]([CH3:30])([CH3:31])[CH3:32])[CH2:25]3)[cH:6][c:7](-[c:14]3[cH:15][cH:16][cH:17][cH:18][cH:19]3)[n:8][c:9]2[cH:10][c:11]1[O:12][CH3:13]. Reactants: CO, NC(=O)c1c(-c2ccc([N+](=O)[O-])cc2)c[nH]c1NC(=O)CCC1CCCC1, [H][H]. Product: NC(=O)c1c(-c2ccc(N)cc2)c[nH]c1NC(=O)CCC1CCCC1. Reaction SMILES: [CH3:30][OH:31].[CH:1]1([CH2:6][CH2:7][C:8](=[O:9])[NH:10][c:11]2[nH:12][cH:13][c:14](-[c:19]3[cH:20][cH:21][c:22]([N+:25]([O-:26])=[O:27])[cH:23][cH:24]3)[c:15]2[C:16](=[O:17])[NH2:18])[CH2:2][CH2:3][CH2:4][CH2:5]1.[H:28][H:29]>>[CH:1]1([CH2:6][CH2:7][C:8](=[O:9])[NH:10][c:11]2[nH:12][cH:13][c:14](-[c:19]3[cH:20][cH:21][c:22]([NH2:25])[cH:23][cH:24]3)[c:15]2[C:16](=[O:17])[NH2:18])[CH2:2][CH2:3][CH2:4][CH2:5]1. The reactants are ClC=1N=C(C2=C(N1)C=C(S2)I)N2CCOCC2 (2-Chloro-6-iodo-4-morpholinothieno[3,2-d]pyrimidine), CC1(OB(OC1(C)C)C=1C=NNC1)C (4,4,5,5-tetramethyl-2-(1H-pyrazol-4-yl)-1,3,2-dioxaborolane). Product: N1N=CC2=C(C=CC=C12)C=1N=C(C2=C(N1)C=C(S2)C=2C=NNC2)N2CCOCC2 (2-(1H-indazol-4-yl)-4-morpholino-6-(1H-pyrazol-4-yl)thieno[3,2-d]pyrimidine). As a reaction SMILES: Cl[C:2]1[N:3]=[C:4]([N:12]2[CH2:17][CH2:16][O:15][CH2:14][CH2:13]2)[C:5]2[S:10][C:9](I)=[CH:8][C:6]=2[N:7]=1.CC1(C)C(C)(C)OB([C:26]2[CH:27]=[N:28][NH:29][CH:30]=2)O1>>[NH:28]1[C:27]2[C:26](=[C:4]([C:2]3[N:3]=[C:4]([N:12]4[CH2:17][CH2:16][O:15][CH2:14][CH2:13]4)[C:5]4[S:10][C:9]([C:26]5[CH:30]=[N:29][NH:28][CH:27]=5)=[CH:8][C:6]=4[N:7]=3)[CH:5]=[CH:6][CH:8]=2)[CH:30]=[N:29]1. Procedure: 2-Chloro-6-iodo-4-morpholinothieno[3,2-d]pyrimidine 19 (50 mg) was coupled to 4,4,5,5-tetramethyl-2-(1H-pyrazol-4-yl)-1,3,2-dioxaborolane via General Procedure I. The product was purified by reverse phase HPLC to yield 18.1 mg of 203. MS (Q1) 404 (M)+.